This data is from the Open Reaction Database (ORD), a public repository of structured organic reaction records. The task is: describe an organic reaction: reactants, conditions, products, and yield Reactants: COC(=O)C(Cc1ccc2c(c1)OC(F)(F)O2)C(=O)OC(C)(C)C, C1CCOC1, [Li+], [OH-]. Product: CC(C)(C)OC(=O)C(Cc1ccc2c(c1)OC(F)(F)O2)C(=O)O. RXN SMILES: [C:1]([CH3:2])([CH3:3])([CH3:4])[O:5][C:6](=[O:7])[CH:8]([C:9](=[O:10])[O:11][CH3:12])[CH2:13][c:14]1[cH:15][c:16]2[c:17]([cH:23][cH:24]1)[O:18][C:19]([F:21])([F:22])[O:20]2.[CH2:27]1[O:28][CH2:29][CH2:30][CH2:31]1.[Li+:26].[OH-:25]>>[C:1]([CH3:2])([CH3:3])([CH3:4])[O:5][C:6](=[O:7])[CH:8]([C:9](=[O:10])[OH:11])[CH2:13][c:14]1[cH:15][c:16]2[c:17]([cH:23][cH:24]1)[O:18][C:19]([F:21])([F:22])[O:20]2. Reactants: COC=1C(=C(CC=2C=CC(=C(C(=O)O)C2)C2=C(C=CC=C2)OC)C(=C(C1OC)OC)OC)C (5-(3,4,5,6-Tetramethoxy-2-methylbenzyl)-2-(2-methoxyphenyl)benzoic acid), O=[N+]([O-])[O-].[O-][N+]([O-])=O.[O-][N+]([O-])=O.[O-][N+]([O-])=O.[O-][N+]([O-])=O.[O-][N+]([O-])=O.[Ce+4].[NH4+].[NH4+] (CAN). The solvent is O (water), C(C)#N (acetonitrile), O (water). Conditions: time 3 hour. Product: COC=1C(C(=C(C(C1OC)=O)CC=1C=CC(=C(C(=O)O)C1)C1=C(C=CC=C1)OC)C)=O (5-(5,6-Dimethoxy-3-methyl-1,4-benzoquinon-2-yl)methyl-2-(2-methoxyphenyl)benzoic acid). The yield is 76.0%. Reaction SMILES: C[O:2][C:3]1[C:4]([CH3:33])=[C:5]([C:24]([O:31]C)=[C:25]([O:29][CH3:30])[C:26]=1[O:27][CH3:28])[CH2:6][C:7]1[CH:8]=[CH:9][C:10]([C:16]2[CH:21]=[CH:20][CH:19]=[CH:18][C:17]=2[O:22][CH3:23])=[C:11]([CH:15]=1)[C:12]([OH:14])=[O:13].O=[N+]([O-])[O-].[O-][N+](=O)[O-].[O-][N+](=O)[O-].[O-][N+](=O)[O-].[O-][N+](=O)[O-].[O-][N+](=O)[O-].[Ce+4].[NH4+].[NH4+]>C(#N)C.O>[CH3:28][O:27][C:26]1[C:3](=[O:2])[C:4]([CH3:33])=[C:5]([CH2:6][C:7]2[CH:8]=[CH:9][C:10]([C:16]3[CH:21]=[CH:20][CH:19]=[CH:18][C:17]=3[O:22][CH3:23])=[C:11]([CH:15]=2)[C:12]([OH:14])=[O:13])[C:24](=[O:31])[C:25]=1[O:29][CH3:30] |f:1.2.3.4.5.6.7.8.9|. Procedure: 5-(3,4,5,6-Tetramethoxy-2-methylbenzyl)-2-(2-methoxyphenyl)benzoic acid (1.21 g, 2.6769 mmol) was dissolved in a mixed solvent of acetonitrile (30 ml) and water (10 ml), then CAN (3.60 g, 6.6914 mmol) was added thereto at room temperature and the mixture was stirred for 3 hour. The reaction solution was poured into water and extracted with ether. The extract was washed with water and dried and the solvent was evaporated therefrom. The residue was purified by silica gel column chromatography (5% ... Reactants: C(C1=CC=CC=C1)N[C@H]1CN(CC1)C1=NC(=CC(N1C)=O)C1=CC=NC=C1 (2-((R)-3-benzylaminopyrrolidin-1-yl)-3-methyl-6-(pyridin-4-yl)-3H-pyrimidin-4-one), C(=O)[O-].[NH4+] (ammonium formate), CO (methanol). Reagents/catalysts: [Pd] (palladium on charcoal). Solvent: O (water). Run at temperature 95 celsius, time 4 hour. The product is N[C@H]1CN(CC1)C1=NC(=CC(N1C)=O)C1=CC=NC=C1 (2-((R)-3-aminopyrrolidin-1-yl)-3-methyl-6-(pyridin-4-yl)-3H-pyrimidin-4-one). The yield is 83.8%. As a reaction SMILES: C([NH:8][C@@H:9]1[CH2:13][CH2:12][N:11]([C:14]2[N:19]([CH3:20])[C:18](=[O:21])[CH:17]=[C:16]([C:22]3[CH:27]=[CH:26][N:25]=[CH:24][CH:23]=3)[N:15]=2)[CH2:10]1)C1C=CC=CC=1.C([O-])=O.[NH4+].CO>[Pd].O>[NH2:8][C@@H:9]1[CH2:13][CH2:12][N:11]([C:14]2[N:19]([CH3:20])[C:18](=[O:21])[CH:17]=[C:16]([C:22]3[CH:23]=[CH:24][N:25]=[CH:26][CH:27]=3)[N:15]=2)[CH2:10]1 |f:1.2|. Reported procedure: To a solution of 2-((R)-3-benzylaminopyrrolidin-1-yl)-3-methyl-6-(pyridin-4-yl)-3H-pyrimidin-4-one (1.6 g, 4.4 mmol) and ammonium formate (0.55 g, 8.9 mmol) in tatrahydrofuran (15 ml), methanol (30 ml) and water (5 ml) was added 10% palladium on charcoal (wet, 160 mg). After stirring for 4 hours at 95° C., palladium on charcoal was removed by filtration. The solvent was evaporated off under reduced pressure and the residue was partitioned between water and dichloromethane. The organic layer was ...